describe an organic reaction: reactants, conditions, products, and yield From a dataset of the Open Reaction Database (ORD), a public repository of structured organic reaction records. Reactants: Cl.C(C)N(CCOC1=C(C(=O)O)C=CC=C1)CC (2-(2-diethylaminoethoxy)benzoate hydrochloride), S(=O)(Cl)Cl (thionyl chloride). The product is Cl.C(C)N(CCOC1=C(C(=O)Cl)C=CC=C1)CC (2-(2-diethylaminoethoxy)benzoyl chloride hydrochloride). RXN SMILES: [ClH:1].[CH2:2]([N:4]([CH2:17][CH3:18])[CH2:5][CH2:6][O:7][C:8]1[CH:16]=[CH:15][CH:14]=[CH:13][C:9]=1[C:10](O)=[O:11])[CH3:3].S(Cl)([Cl:21])=O>>[ClH:21].[CH2:2]([N:4]([CH2:17][CH3:18])[CH2:5][CH2:6][O:7][C:8]1[CH:16]=[CH:15][CH:14]=[CH:13][C:9]=1[C:10]([Cl:1])=[O:11])[CH3:3] |f:0.1,3.4|. Reported procedure: Reaction of 2-(2-diethylaminoethoxy)benzoate hydrochloride with thionyl chloride as described in the procedure of Example 6 gives 2-(2-diethylaminoethoxy)benzoyl chloride hydrochloride. Starting materials: CC(C)(O)c1ccc2c(c1)C(=CCCBr)c1cccnc1CO2, CC(C)O, Clc1ccc(N2CCNCC2)cc1Cl, [I-], [K+], Cc1cccc(C)n1. Product: CC(C)(O)c1ccc2c(c1)C(=CCCN1CCN(c3ccc(Cl)c(Cl)c3)CC1)c1cccnc1CO2. Reaction SMILES: [Br:25][CH2:26][CH2:27][CH:28]=[C:29]1[c:30]2[c:31]([cH:40][cH:41][c:42]([C:44]([CH3:45])([CH3:46])[OH:47])[cH:43]2)[O:32][CH2:33][c:34]2[c:35]1[cH:36][cH:37][cH:38][n:39]2.[CH:48]([OH:49])([CH3:50])[CH3:51].[Cl:1][c:2]1[cH:3][c:4]([N:9]2[CH2:10][CH2:11][NH:12][CH2:13][CH2:14]2)[cH:5][cH:6][c:7]1[Cl:8].[I-:24].[K+:23].[n:15]1[c:16]([CH3:17])[cH:18][cH:19][cH:20][c:21]1[CH3:22]>>[Cl:1][c:2]1[cH:3][c:4]([N:9]2[CH2:10][CH2:11][N:12]([CH2:26][CH2:27][CH:28]=[C:29]3[c:30]4[c:31]([cH:40][cH:41][c:42]([C:44]([CH3:45])([CH3:46])[OH:47])[cH:43]4)[O:32][CH2:33][c:34]4[c:35]3[cH:36][cH:37][cH:38][n:39]4)[CH2:13][CH2:14]2)[cH:5][cH:6][c:7]1[Cl:8]. Reactants: O=[N+]([O-])c1ccc2c(Br)n[nH]c2c1, O=C([O-])[O-], ClCCN1CCCC1, [K+], [K+], CN(C)C=O. Product: O=[N+]([O-])c1ccc2c(Br)nn(CCN3CCCC3)c2c1. Reaction SMILES: [Br:1][c:2]1[n:3][nH:4][c:5]2[cH:6][c:7]([N+:11](=[O:12])[O-:13])[cH:8][cH:9][c:10]12.[C:14](=[O:15])([O-:16])[O-:17].[Cl:20][CH2:21][CH2:22][N:23]1[CH2:24][CH2:25][CH2:26][CH2:27]1.[K+:18].[K+:19].[O:28]=[CH:29][N:30]([CH3:31])[CH3:32]>>[Br:1][c:2]1[n:3][n:4]([CH2:21][CH2:22][N:23]2[CH2:24][CH2:25][CH2:26][CH2:27]2)[c:5]2[cH:6][c:7]([N+:11](=[O:12])[O-:13])[cH:8][cH:9][c:10]12. The reactants are C=C(c1ccc(OC)c(OCC)c1)c1ccc(OC)c([N+](=O)[O-])c1, CCOC(C)=O, CCO, [Na+], [OH-], O, O, O, Cl[Sn]Cl. Product: C=C(c1ccc(OC)c(N)c1)c1ccc(OC)c(OCC)c1. As a reaction SMILES: [CH2:1]([CH3:2])[O:3][c:4]1[cH:5][c:6]([C:12](=[CH2:13])[c:14]2[cH:15][c:16]([N+:22]([O-:23])=[O:24])[c:17]([O:20][CH3:21])[cH:18][cH:19]2)[cH:7][cH:8][c:9]1[O:10][CH3:11].[CH3:33][CH2:34][O:35][C:36](=[O:37])[CH3:38].[CH3:39][CH2:40][OH:41].[Na+:32].[OH-:31].[OH2:25].[OH2:26].[OH2:30].[Sn:27]([Cl:28])[Cl:29]>>[CH2:1]([CH3:2])[O:3][c:4]1[cH:5][c:6]([C:12](=[CH2:13])[c:14]2[cH:15][c:16]([NH2:22])[c:17]([O:20][CH3:21])[cH:18][cH:19]2)[cH:7][cH:8][c:9]1[O:10][CH3:11]. The reactants are ClC1=NC=2C=CC=CC2C2=C1N=CN2CC(C)C.CC1=CC=CC=C1C(=O)O (4-Chloro-1-(2-methylpropyl)-1H-imidazo[4,5-c]quinoline 2-methyl benzoate), N (ammonia). Reaction conditions: temperature 175 celsius. The product is NC1=NC=2C=CC=CC2C2=C1N=C(N2CC(C)C)CO (4-Amino-1-(2-methylpropyl)-1H-imidazo[4,5-c]quinoline-2-methanol). As a reaction SMILES: Cl[C:2]1[C:11]2[N:12]=[CH:13][N:14]([CH2:15][CH:16]([CH3:18])[CH3:17])[C:10]=2[C:9]2[CH:8]=[CH:7][CH:6]=[CH:5][C:4]=2[N:3]=1.CC1C([C:26]([OH:28])=O)=CC=CC=1.[NH3:29]>>[NH2:29][C:2]1[C:11]2[N:12]=[C:13]([CH2:26][OH:28])[N:14]([CH2:15][CH:16]([CH3:18])[CH3:17])[C:10]=2[C:9]2[CH:8]=[CH:7][CH:6]=[CH:5][C:4]=2[N:3]=1 |f:0.1|. Reported procedure: 4-Chloro-1-(2-methylpropyl)-1H-imidazo[4,5-c]quinoline-2-methyl benzoate (5.0 g; 0.13 mol, Example 7) was added to 15% methanolic ammonia (50 mL). The mixture was heated in a Parr bomb for 7 hr at 175° C. The resulting solution was evaporated to reduce the volume. A sticky solid crystallized from the solution. The solid was filtered from the mixture and slurried in aqueous sodium bicarbonate solution. The resulting solid was filtered from the mixture, washed with water, and dried to yield 2.1 g ... Starting materials: CC(NC(=O)OCc1ccccc1)C(=O)O, CCN=C=NCCCN(C)C, CN(C)C=O, Cl, Cc1cc2c(c3ccc(=O)[nH]c13)OC(CN)C2, On1nnc2ccccc21. Yields the product Cc1cc2c(c3ccc(=O)[nH]c13)OC(CNC(=O)C(C)NC(=O)OCc1ccccc1)C2. As a reaction SMILES: [C:18](=[O:19])([O:20][CH2:21][c:22]1[cH:23][cH:24][cH:25][cH:26][cH:27]1)[NH:28][CH:29]([CH3:30])[C:31](=[O:32])[OH:33].[CH2:35]([N:36]=[C:37]=[N:38][CH2:39][CH2:40][CH2:41][N:42]([CH3:43])[CH3:44])[CH3:45].[CH3:56][N:57]([CH3:58])[CH:59]=[O:60].[ClH:34].[NH2:1][CH2:2][CH:3]1[CH2:4][c:5]2[c:6]([c:7]3[cH:8][cH:9][c:10](=[O:16])[nH:11][c:12]3[c:13]([CH3:15])[cH:14]2)[O:17]1.[OH:46][n:47]1[c:48]2[cH:49][cH:50][cH:51][cH:52][c:53]2[n:54][n:55]1>>[NH:1]([CH2:2][CH:3]1[CH2:4][c:5]2[c:6]([c:7]3[cH:8][cH:9][c:10](=[O:16])[nH:11][c:12]3[c:13]([CH3:15])[cH:14]2)[O:17]1)[C:31]([CH:29]([NH:28][C:18](=[O:19])[O:20][CH2:21][c:22]1[cH:23][cH:24][cH:25][cH:26][cH:27]1)[CH3:30])=[O:32]. The reactants are CCN(C(C)C)C(C)C, CS(=O)(=O)OCc1cc(F)c(I)cc1COS(C)(=O)=O, CN(C)C=O, NC(c1ccccc1)c1ccccc1. Yields the product Fc1cc2c(cc1I)CN(C(c1ccccc1)c1ccccc1)C2. As a reaction SMILES: [CH:21]([N:22]([CH2:23][CH3:24])[CH:25]([CH3:26])[CH3:27])([CH3:28])[CH3:29].[F:1][c:2]1[cH:3][c:4]([CH2:15][O:16][S:17]([CH3:18])(=[O:19])=[O:20])[c:5]([CH2:6][O:7][S:8]([CH3:9])(=[O:10])=[O:11])[cH:12][c:13]1[I:14].[O:44]=[CH:45][N:46]([CH3:47])[CH3:48].[c:30]1([CH:36]([c:37]2[cH:38][cH:39][cH:40][cH:41][cH:42]2)[NH2:43])[cH:31][cH:32][cH:33][cH:34][cH:35]1>>[F:1][c:2]1[cH:3][c:4]2[c:5]([cH:12][c:13]1[I:14])[CH2:6][N:43]([CH:36]([c:30]1[cH:31][cH:32][cH:33][cH:34][cH:35]1)[c:37]1[cH:38][cH:39][cH:40][cH:41][cH:42]1)[CH2:15]2. Starting materials: CCc1ccc(-c2c(I)oc3nc[nH]c(=O)c23)cc1, O=P(Cl)(Cl)Cl. Yields the product CCc1ccc(-c2c(I)oc3ncnc(Cl)c23)cc1. Reaction SMILES: [CH2:1]([CH3:2])[c:3]1[cH:4][cH:5][c:6](-[c:9]2[c:10]([I:19])[o:11][c:12]3[n:13][cH:14][nH:15][c:16](=[O:18])[c:17]23)[cH:7][cH:8]1.[P:20]([Cl:21])([Cl:22])([Cl:23])=[O:24]>>[CH2:1]([CH3:2])[c:3]1[cH:4][cH:5][c:6](-[c:9]2[c:10]([I:19])[o:11][c:12]3[n:13][cH:14][n:15][c:16]([Cl:22])[c:17]23)[cH:7][cH:8]1. The reactants are C(C)(=O)OCC1=NC=C(C(=C1)OCC1=CC=CC=C1)OCC1=CC=C(C=C1)OC ({5-({[4-(methyloxy)phenyl]methyl}oxy)-4-[(phenylmethyl)oxy]-2-pyridinyl}methyl acetate), C(C)[SiH](CC)CC (triethylsilane), FC(C(=O)O)(F)F (trifluoroacetic acid). Run in ClCCl (dichloromethane). Product: FC(C(=O)O)(F)F.C(C)(=O)OCC1=NC=C(C(=C1)OCC1=CC=CC=C1)O ({5-Hydroxy-4-[(phenylmethyl)oxy]-2-pyridinyl}methyl acetate trifluoroacetate salt). As a reaction SMILES: [C:1]([O:4][CH2:5][C:6]1[CH:11]=[C:10]([O:12][CH2:13][C:14]2[CH:19]=[CH:18][CH:17]=[CH:16][CH:15]=2)[C:9]([O:20]CC2C=CC(OC)=CC=2)=[CH:8][N:7]=1)(=[O:3])[CH3:2].C([SiH](CC)CC)C.[F:37][C:38]([F:43])([F:42])[C:39]([OH:41])=[O:40]>ClCCl>[F:37][C:38]([F:43])([F:42])[C:39]([OH:41])=[O:40].[C:1]([O:4][CH2:5][C:6]1[CH:11]=[C:10]([O:12][CH2:13][C:14]2[CH:15]=[CH:16][CH:17]=[CH:18][CH:19]=2)[C:9]([OH:20])=[CH:8][N:7]=1)(=[O:3])[CH3:2] |f:4.5|. Procedure details: A solution of {5-({[4-(methyloxy)phenyl]methyl}oxy)-4-[(phenylmethyl)oxy]-2-pyridinyl}methyl acetate (26.3 g, 67 mmol) in dichloromethane (700 ml) was treated with triethylsilane (10 ml, 62.6 mmol)and trifluoroacetic acid (35 ml). After 16 hours the mixture was evaporated and triturated with toluene/ethyl acetate (250 ml/5 ml) affording a white solid that was isolated by filtration and dried in vacuo (22.5 g).